describe an organic reaction: reactants, conditions, products, and yield From a dataset of the Open Reaction Database (ORD), a public repository of structured organic reaction records. Reactants: OC(=O)C(F)(F)F.N1CC(C1)C1=NC=C(C#N)C=C1 (6-(azetidin-3-yl)nicotinonitrile TFA salt), FC(C1=NC(=NO1)C=1C=C(C(=O)O)C=CC1)(F)F (3-(5-(trifluoromethyl)-1,2,4-oxadiazol-3-yl)benzoic acid). Yields the product FC(C1=NC(=NO1)C=1C=C(C(=O)N2CC(C2)C2=NC=C(C#N)C=C2)C=CC1)(F)F (6-(1-(3-(5-(Trifluoromethyl)-1,2,4-oxadiazol-3-yl)benzoyl)azetidin-3-yl)nicotinonitrile). The yield is 47.0%. Reaction SMILES: OC(C(F)(F)F)=O.[NH:8]1[CH2:11][CH:10]([C:12]2[CH:19]=[CH:18][C:15]([C:16]#[N:17])=[CH:14][N:13]=2)[CH2:9]1.[F:20][C:21]([F:37])([F:36])[C:22]1[O:26][N:25]=[C:24]([C:27]2[CH:28]=[C:29]([CH:33]=[CH:34][CH:35]=2)[C:30](O)=[O:31])[N:23]=1>>[F:36][C:21]([F:20])([F:37])[C:22]1[O:26][N:25]=[C:24]([C:27]2[CH:28]=[C:29]([CH:33]=[CH:34][CH:35]=2)[C:30]([N:8]2[CH2:9][CH:10]([C:12]3[CH:19]=[CH:18][C:15]([C:16]#[N:17])=[CH:14][N:13]=3)[CH2:11]2)=[O:31])[N:23]=1 |f:0.1|. Procedure details: This compound was synthesized from 6-(azetidin-3-yl)nicotinonitrile TFA salt and 3-(5-(trifluoromethyl)-1,2,4-oxadiazol-3-yl)benzoic acid as described for example 37 step 3 (70 mg, yield 47%). 1H NMR (400 MHz, DMSO-d6) δ 9.06 (m, 1H), 8.30-8.29 (m, 2H), 8.21-8.19 (d, J=7.8 Hz, 1H), 7.96-7.94 (d, J=7.8 Hz, 1H), 7.74-7.70 (t, J=7.7 Hz, 1H), 7.63-7.61 (d, J=8.1 Hz, 1H), 4.76-4.72 (m, 1H), 4.52-4.46 (m, 2H), 4.25-4.18 (m, 2H). MS (ESI) m/z: Calculated for C19H12F3N5O2: 399.09. found: 400.2 (M+H)+ Reactants: OCC1CN(CC1)C(=O)OC(C)(C)C (tert-butyl 3-(hydroxymethyl)pyrrolidine-1-carboxylate), OC=1C(=NC=CC1)C(=O)OCC (ethyl 3-hydroxypicolinate), ClC=1C=C(C=NC1)O (5-chloropyridin-3-ol). Yields the product C(C)(C)(C)OC(=O)N1CC(CC1)COC=1C(=NC=CC1)C(=O)OCC (ethyl 3-((1-(tert-butoxycarbonyl)pyrrolidin-3-yl)methoxy)picolinate). As a reaction SMILES: [OH:1][CH2:2][CH:3]1[CH2:7][CH2:6][N:5]([C:8]([O:10][C:11]([CH3:14])([CH3:13])[CH3:12])=[O:9])[CH2:4]1.O[C:16]1[C:17]([C:22]([O:24][CH2:25][CH3:26])=[O:23])=[N:18][CH:19]=[CH:20][CH:21]=1.ClC1C=C(O)C=NC=1>>[C:11]([O:10][C:8]([N:5]1[CH2:6][CH2:7][CH:3]([CH2:2][O:1][C:16]2[C:17]([C:22]([O:24][CH2:25][CH3:26])=[O:23])=[N:18][CH:19]=[CH:20][CH:21]=2)[CH2:4]1)=[O:9])([CH3:14])([CH3:13])[CH3:12]. Procedure: The title compound was prepared according to the procedure described in Step 1 of EXAMPLE 29 using tert-butyl 3-(hydroxymethyl)pyrrolidine-1-carboxylate and ethyl 3-hydroxypicolinate instead of (R)-tert-butyl 2-(hydroxymethyl)pyrrolidine-1-carboxylate and 5-chloropyridin-3-ol.